Dataset: the Open Reaction Database (ORD), a public repository of structured organic reaction records. Task: describe an organic reaction: reactants, conditions, products, and yield As a reaction SMILES: [Cl:1][C:2]1[C:15]([Cl:16])=[CH:14][C:5]2[NH:6][C:7]([CH2:9][C:10]([F:13])([F:12])[F:11])=[N:8][C:4]=2[CH:3]=1.[H-].[Na+].[N+:19]([C:22]1[CH:29]=[CH:28][C:25]([CH2:26]Br)=[CH:24][CH:23]=1)([O-:21])=[O:20]>CN(C=O)C>[Cl:16][C:15]1[C:2]([Cl:1])=[CH:3][C:4]2[N:8]([CH2:26][C:25]3[CH:28]=[CH:29][C:22]([N+:19]([O-:21])=[O:20])=[CH:23][CH:24]=3)[C:7]([CH2:9][C:10]([F:12])([F:13])[F:11])=[N:6][C:5]=2[CH:14]=1 |f:1.2|. Procedure: To 5,6-dichloro-2-(2,2,2-trifluoro-ethyl)-1H-benzimidazole (355 mg) in DMF (5 mL) was added sodium hydride (110 mg of 60% in oil) and 4-nitrobenzyl bromide (596 mg). The resulting mixture was stirred at room temperature overnight. The reaction mixture was quenched with water, extracted with EtOAc, and dried over Na2SO4. The crude product was purified by silica gel chromatography (10%-40% EtOAc/hexanes) to yield the title compound as a light orange solid. The reactants are ClC1=CC2=C(NC(=N2)CC(F)(F)F)C=C1Cl (5,6-dichloro-2-(2,2,2-trifluoro-ethyl)-1H-benzimidazole), [H-].[Na+] (sodium hydride), [N+](=O)([O-])C1=CC=C(CBr)C=C1 (4-nitrobenzyl bromide). Run at time 8 hour. The product is ClC1=CC2=C(N(C(=N2)CC(F)(F)F)CC2=CC=C(C=C2)[N+](=O)[O-])C=C1Cl (5,6-Dichloro-1-(4-nitro-benzyl)-2-(2,2,2-trifluoro-ethyl)-1H-benzoimidazole). The solvent is CN(C)C=O (DMF). Reactants: Cl.C(C1=CC=CC=C1)N1C(CN(CC1)C(C1=CC(=C(C(=C1)OC)OC)OC)=O)COCC (1-benzyl-2-ethoxymethyl-4-(3,4,5-trimethoxybenzoyl)piperazine hydrochloride). Reagents/catalysts: [C].[Pd] (palladium-carbon). Solvent: CO (methanol), [H][H] (hydrogen). The product is Cl.C(C)OCC1CN(CCN1)C(C1=CC(=C(C(=C1)OC)OC)OC)=O (3-ethoxymethyl-1-(3,4,5-trimethoxybenzoyl)piperazine hydrochloride). Isolated yield 99.2%. RXN SMILES: [ClH:1].C([N:9]1[CH2:14][CH2:13][N:12]([C:15](=[O:28])[C:16]2[CH:21]=[C:20]([O:22][CH3:23])[C:19]([O:24][CH3:25])=[C:18]([O:26][CH3:27])[CH:17]=2)[CH2:11][CH:10]1[CH2:29][O:30][CH2:31][CH3:32])C1C=CC=CC=1>CO.[H][H].[C].[Pd]>[ClH:1].[CH2:31]([O:30][CH2:29][CH:10]1[NH:9][CH2:14][CH2:13][N:12]([C:15](=[O:28])[C:16]2[CH:21]=[C:20]([O:22][CH3:23])[C:19]([O:24][CH3:25])=[C:18]([O:26][CH3:27])[CH:17]=2)[CH2:11]1)[CH3:32] |f:0.1,4.5,6.7|. Procedure: In methanol (15 ml) is dissolved 1-benzyl-2-ethoxymethyl-4-(3,4,5-trimethoxybenzoyl)piperazine hydrochloride (1.0 g) obtained in Reference Example 12. To the solution is added 10% palladium-carbon (0.3 g), and the mixture is stirred for 3 hours in hydrogen streams. The reaction mixture is subjected to filtration, and the filtrate is subjected to distillation under reduced pressure to leave crystals, followed by recrystallization from ethanol-ether to afford 3-ethoxymethyl-1-(3,4,5-trimethoxybenz... The reactants are C1(C=2C(C(N1)=O)=CC=CC2)=O (phthalimide), C1(=CC=CC=C1)P(C1=CC=CC=C1)C1=CC=CC=C1 (triphenylphosphine), N(=NC(=O)OCC)C(=O)OCC (diethyl azodicarboxylate), C(C)(C)(C)OC(=O)N1[C@@H](CCC1)CO ((S)-(−)-1-tert-butoxycarbonyl-2-pyrrolidinemethanol). Run in C(C)(=O)OCC (ethyl acetate), O (water), C1(=CC=CC=C1)C (toluene). Conditions: time 1.5 hour. Yields the product C(C)(C)(C)OC(=O)N1[C@@H](CCC1)CN1C(C2=CC=CC=C2C1=O)=O ((S)-2-[(1,3-dioxoisoindolin-2-yl)methyl]-pyrrolidine-1-carboxylic acid tert-butyl ester). Yield: 114.5%. RXN SMILES: [C:1]([O:5][C:6]([N:8]1[CH2:12][CH2:11][CH2:10][C@H:9]1[CH2:13]O)=[O:7])([CH3:4])([CH3:3])[CH3:2].[C:15]1(=[O:25])[NH:19][C:18](=[O:20])[C:17]2=[CH:21][CH:22]=[CH:23][CH:24]=[C:16]12.C1(P(C2C=CC=CC=2)C2C=CC=CC=2)C=CC=CC=1.N(C(OCC)=O)=NC(OCC)=O>C1(C)C=CC=CC=1.C(OCC)(=O)C.O>[C:1]([O:5][C:6]([N:8]1[CH2:12][CH2:11][CH2:10][C@H:9]1[CH2:13][N:19]1[C:15](=[O:25])[C:16]2[C:17](=[CH:21][CH:22]=[CH:23][CH:24]=2)[C:18]1=[O:20])=[O:7])([CH3:2])([CH3:3])[CH3:4]. Reported procedure: Commercially available (S)-(−)-1-tert-butoxycarbonyl-2-pyrrolidinemethanol (1.00 g, 4.97 mmol) was dissolved in toluene (10 mL), and the mixture was stirred at room temperature for 1.5 hours after adding phthalimide (877 mg, 5.96 mmol), triphenylphosphine (1.96 g, 7.46 mmol), and diethyl azodicarboxylate (40% toluene solution, 3.4 mL, 7.46 mmol). The mixture was further stirred at 60° C. for 4 hours. Thereafter, water and ethyl acetate were added to separate the organic layer. The organic layer ... Starting materials: O (water), ClC1=NC=NC(=C1)OC1=CC=C(C=C1)[N+](=O)[O-] (4-Chloro-6-(4-nitrophenoxy)pyrimidine), NC1=CC=CC=C1 (aniline), C(C)(=O)OCC (ethyl acetate), C(C)(=O)OCC (ethyl acetate). Run in CCCCCC (hexane), CN1C(CCC1)=O (1-methylpyrrolidone). The product is [N+](=O)([O-])C1=CC=C(OC2=CC(=NC=N2)NC2=CC=CC=C2)C=C1 (N-(6-(4-Nitrophenoxy)pyrimidin-4-yl)phenylamine). The yield is 82.5%. RXN SMILES: Cl[C:2]1[CH:7]=[C:6]([O:8][C:9]2[CH:14]=[CH:13][C:12]([N+:15]([O-:17])=[O:16])=[CH:11][CH:10]=2)[N:5]=[CH:4][N:3]=1.[NH2:18][C:19]1[CH:24]=[CH:23][CH:22]=[CH:21][CH:20]=1.C(OCC)(=O)C.O>CN1CCCC1=O.CCCCCC>[N+:15]([C:12]1[CH:13]=[CH:14][C:9]([O:8][C:6]2[N:5]=[CH:4][N:3]=[C:2]([NH:18][C:19]3[CH:24]=[CH:23][CH:22]=[CH:21][CH:20]=3)[CH:7]=2)=[CH:10][CH:11]=1)([O-:17])=[O:16]. Reported procedure: 4-Chloro-6-(4-nitrophenoxy)pyrimidine (508 mg, 2.00 mmol) and aniline (559 mg, 6.00 mmol) were heated and stirred in 1-methylpyrrolidone (5 ml) at 90° C. for 3 hours. The reaction solution was distributed between ethyl acetate and water, the organic layer was washed with water and saturated saline and dried over anhydrous magnesium sulfate, the drying agent was filtered off and the filtrate was distilled off under reduced pressure. The obtained crude product was subjected to silica gel column ch... Reactants: C(C)OC(C1=CC(=C(C=C1)OCC1=CC=CC=C1)OC(C)=O)=O (3-Acetoxy-4-benzyloxy-benzoic acid ethyl ester), C([O-])([O-])=O.[K+].[K+] (potassium carbonate). The solvent is CO (methanol). Run at time 2 hour. Yields the product C(C)OC(C1=CC(=C(C=C1)OCC1=CC=CC=C1)O)=O (4-Benzyloxy-3-hydroxy-benzoic acid ethyl ester). RXN SMILES: [CH2:1]([O:3][C:4](=[O:23])[C:5]1[CH:10]=[CH:9][C:8]([O:11][CH2:12][C:13]2[CH:18]=[CH:17][CH:16]=[CH:15][CH:14]=2)=[C:7]([O:19]C(=O)C)[CH:6]=1)[CH3:2].C(=O)([O-])[O-].[K+].[K+]>CO>[CH2:1]([O:3][C:4](=[O:23])[C:5]1[CH:10]=[CH:9][C:8]([O:11][CH2:12][C:13]2[CH:18]=[CH:17][CH:16]=[CH:15][CH:14]=2)=[C:7]([OH:19])[CH:6]=1)[CH3:2] |f:1.2.3|. Procedure: The compound of step 1 (10 g, 31.8 mmol) was dissolved in methanol, potassium carbonate (88 mg, 0.636 mmol) was added and the mixture was stirred for 2 h under reflux. After evaporation to dryness, the residue was used without further purification in the subsequent step.